This data is from the Open Reaction Database (ORD), a public repository of structured organic reaction records. The task is: describe an organic reaction: reactants, conditions, products, and yield Reactants: C(C)(C)(C)OC(=O)NCCCOC1=CN2C(C=C(C=C2C=C1)C(=O)NCC(C(=O)O)NC1=NC=CC=N1)=O (3-{[7-(3-tert-butoxycarbonylamino-propoxy)-4-oxo-4H-quinolizine-2-carbonyl]-amino}-2-(pyrimidin-2-ylamino)-propionic acid), Cl (HCl). Solvent: O1CCOCC1 (dioxane). Reaction conditions: time 0.5 hour. The product is Cl.NCCCOC1=CN2C(C=C(C=C2C=C1)C(=O)NCC(C(=O)O)NC1=NC=CC=N1)=O (3-([7-(3-Amino-propoxy)-4-oxo-4H-quinolizine-2-carbonyl]-amino)-2-(pyrimidin-2-ylamino)-propionic Acid Hydrochloride). Yield: 77.0%. Reaction SMILES: C(OC([NH:8][CH2:9][CH2:10][CH2:11][O:12][C:13]1[CH:22]=[CH:21][C:20]2[N:15]([C:16](=[O:38])[CH:17]=[C:18]([C:23]([NH:25][CH2:26][CH:27]([NH:31][C:32]3[N:37]=[CH:36][CH:35]=[CH:34][N:33]=3)[C:28]([OH:30])=[O:29])=[O:24])[CH:19]=2)[CH:14]=1)=O)(C)(C)C.[ClH:39]>O1CCOCC1>[ClH:39].[NH2:8][CH2:9][CH2:10][CH2:11][O:12][C:13]1[CH:22]=[CH:21][C:20]2[N:15]([C:16](=[O:38])[CH:17]=[C:18]([C:23]([NH:25][CH2:26][CH:27]([NH:31][C:32]3[N:33]=[CH:34][CH:35]=[CH:36][N:37]=3)[C:28]([OH:30])=[O:29])=[O:24])[CH:19]=2)[CH:14]=1 |f:3.4|. Reported procedure: A mixture of 3-{[7-(3-tert-butoxycarbonylamino-propoxy)-4-oxo-4H-quinolizine-2-carbonyl]-amino}-2-(pyrimidin-2-ylamino)-propionic acid (35 mg)in 4N HCl in dioxane (6 ml) was stirred for 0.5 hr at room temperature. The reaction mixture was evaporated down to dryness. NMR showed presence of small amount of starting material. The above procedure was repeated with 4N HCl in dioxane (room temperature, 45 minutes). The mixture was evaporated to dryness, triturated with ether, dissolved in water (6 ml)... The reactants are O=C([O-])[O-], COCCOC, [Cs+], [Cs+], CC1(C)OB(c2ccc([N+](=O)[O-])c(F)c2)OC1(C)C, Fc1ccc(-c2nc3occn3c2I)cc1, O, c1ccc(P(c2ccccc2)(c2ccccc2)[Pd](P(c2ccccc2)(c2ccccc2)c2ccccc2)(P(c2ccccc2)(c2ccccc2)c2ccccc2)P(c2ccccc2)(c2ccccc2)c2ccccc2)cc1. The product is O=[N+]([O-])c1ccc(-c2c(-c3ccc(F)cc3)nc3occn23)cc1F. Reaction SMILES: [C:36](=[O:37])([O-:38])[O-:39].[CH3:42][O:43][CH2:44][CH2:45][O:46][CH3:47].[Cs+:40].[Cs+:41].[F:17][c:18]1[cH:19][c:20]([B:27]2[O:28][C:29]([CH3:30])([CH3:31])[C:32]([CH3:33])([CH3:34])[O:35]2)[cH:21][cH:22][c:23]1[N+:24](=[O:25])[O-:26].[F:1][c:2]1[cH:3][cH:4][c:5](-[c:8]2[n:9][c:10]3[o:11][cH:12][cH:13][n:14]3[c:15]2[I:16])[cH:6][cH:7]1.[OH2:125].[cH:48]1[cH:49][cH:50][c:51]([P:52]([Pd:53]([P:54]([c:55]2[cH:56][cH:57][cH:58][cH:59][cH:60]2)([c:61]2[cH:62][cH:63][cH:64][cH:65][cH:66]2)[c:67]2[cH:68][cH:69][cH:70][cH:71][cH:72]2)([P:73]([c:74]2[cH:75][cH:76][cH:77][cH:78][cH:79]2)([c:80]2[cH:81][cH:82][cH:83][cH:84][cH:85]2)[c:86]2[cH:87][cH:88][cH:89][cH:90][cH:91]2)[P:92]([c:93]2[cH:94][cH:95][cH:96][cH:97][cH:98]2)([c:99]2[cH:100][cH:101][cH:102][cH:103][cH:104]2)[c:105]2[cH:106][cH:107][cH:108][cH:109][cH:110]2)([c:111]2[cH:112][cH:113][cH:114][cH:115][cH:116]2)[c:117]2[cH:118][cH:119][cH:120][cH:121][cH:122]2)[cH:123][cH:124]1>>[F:1][c:2]1[cH:3][cH:4][c:5](-[c:8]2[n:9][c:10]3[o:11][cH:12][cH:13][n:14]3[c:15]2-[c:20]2[cH:19][c:18]([F:17])[c:23]([N+:24](=[O:25])[O-:26])[cH:22][cH:21]2)[cH:6][cH:7]1. Reactants: COC=1C=C2CCNCC2=CC1OC (1,2,3,4-tetrahydro-6,7-dimethoxyisoquinoline), C(C)(=O)OC1=CC=C(C=C1)CC(=O)Cl (4-acetoxyphenylacetyl chloride). The product is C(C)(=O)OC1=CC=C(C=C1)CC(=O)N1CC2=CC(=C(C=C2CC1)OC)OC (N-(4-acetoxyphenylacetyl)-1,2,3,4-tetrahydro-6,7-dimethoxyisoquinoline). As a reaction SMILES: [CH3:1][O:2][C:3]1[CH:4]=[C:5]2[C:10](=[CH:11][C:12]=1[O:13][CH3:14])[CH2:9][NH:8][CH2:7][CH2:6]2.[C:15]([O:18][C:19]1[CH:24]=[CH:23][C:22]([CH2:25][C:26](Cl)=[O:27])=[CH:21][CH:20]=1)(=[O:17])[CH3:16]>>[C:15]([O:18][C:19]1[CH:24]=[CH:23][C:22]([CH2:25][C:26]([N:8]2[CH2:7][CH2:6][C:5]3[C:10](=[CH:11][C:12]([O:13][CH3:14])=[C:3]([O:2][CH3:1])[CH:4]=3)[CH2:9]2)=[O:27])=[CH:21][CH:20]=1)(=[O:17])[CH3:16]. Procedure: Using the procedure described in Example 12, 15.0 g of 1,2,3,4-tetrahydro-6,7-dimethoxyisoquinoline was reacted with 4-acetoxyphenylacetyl chloride to give 13.0 g of N-(4-acetoxyphenylacetyl)-1,2,3,4-tetrahydro-6,7-dimethoxyisoquinoline. Reactants: O=C([O-])O, COC(=O)Cl, Nc1ccc(N)c([N+](=O)[O-])c1, [Na+], O. The product is COC(=O)Nc1ccc(N)c([N+](=O)[O-])c1. RXN SMILES: [C:17](=[O:18])([OH:19])[O-:20].[Cl:1][C:2](=[O:3])[O:4][CH3:5].[N+:6](=[O:7])([O-:8])[c:9]1[c:10]([NH2:16])[cH:11][cH:12][c:13]([NH2:15])[cH:14]1.[Na+:21].[OH2:22]>>[C:2](=[O:3])([O:4][CH3:5])[NH:15][c:13]1[cH:12][cH:11][c:10]([NH2:16])[c:9]([N+:6](=[O:7])[O-:8])[cH:14]1. The reactants are FC1=C(C(=CC(=C1)OC)F)C=1SC=C(N1)C(=O)O (2-(2,6-difluoro-4-methoxyphenyl)thiazole-4-carboxylic acid), C(C)C=1C=CC(=C(C1)B(O)O)F ((5-ethyl-2-fluorophenyl)boronic acid). Yields the product C(C)C=1C=CC(=C(C1)C=1SC=C(N1)C(=O)O)F (2-(5-ethyl-2-fluorophenyl)thiazole-4-carboxylic acid). Reaction SMILES: F[C:2]1[CH:7]=[C:6](OC)[CH:5]=[C:4]([F:10])[C:3]=1[C:11]1[S:12][CH:13]=[C:14]([C:16]([OH:18])=[O:17])[N:15]=1.[CH2:19](C1C=CC(F)=C(B(O)O)C=1)[CH3:20]>>[CH2:19]([C:7]1[CH:6]=[CH:5][C:4]([F:10])=[C:3]([C:11]2[S:12][CH:13]=[C:14]([C:16]([OH:18])=[O:17])[N:15]=2)[CH:2]=1)[CH3:20]. Procedure: Following the procedure of Intermediate 104, replacing 2,6-difluoro-4-methoxyphenylboronic acid with (5-ethyl-2-fluorophenyl)boronic acid gave the title compound. Procedure: Ethyl 2-[(3-chloro-2-pyridyl)amino]-1,3-thiazole-4-carboxylate. A mixture of ethyl 2-amino-1,3-thiazole-4-carboxylate (2.33 g, 13.5 mmol), 2,3-dichloro-pyridine (2.0 g, 13.5 mmol, Lancaster), palladium (II) acetate (152 mg, 0.68 mmol, Strem Chemicals), rac-2,2′-bis(diphenylphosphino)-1,1′-binaphthyl (420 mg, 0.68 mmol, Aldrich), potassium carbonate (37.3 g, Mallinckrodt) and toluene (55 mL) in a sealed flask was stirred at 112° C. under N2 for 2 d. The reaction mixture was passed through a pad o... Solvent: C1(=CC=CC=C1)C (toluene). Reactants: NC=1SC=C(N1)C(=O)OCC (ethyl 2-amino-1,3-thiazole-4-carboxylate), ClC1=NC=CC=C1Cl (2,3-dichloro-pyridine), C1(=CC=CC=C1)P(C1=C(C2=CC=CC=C2C=C1)C1=C(C=CC2=CC=CC=C12)P(C1=CC=CC=C1)C1=CC=CC=C1)C1=CC=CC=C1 (rac-2,2′-bis(diphenylphosphino)-1,1′-binaphthyl), C([O-])([O-])=O.[K+].[K+] (potassium carbonate), ClC=1C(=NC=CC1)NC=1SC=C(N1)C(=O)OCC (Ethyl 2-[(3-chloro-2-pyridyl)amino]-1,3-thiazole-4-carboxylate). As a reaction SMILES: [Cl:1][C:2]1[C:3]([NH:8][C:9]2[S:10][CH:11]=[C:12]([C:14]([O:16]CC)=O)[N:13]=2)=[N:4][CH:5]=[CH:6][CH:7]=1.NC1S[CH:22]=[C:23]([C:25](OCC)=O)[N:24]=1.ClC1C(Cl)=CC=CN=1.C1(P(C2C=CC=CC=2)[C:45]2C=C[C:52]3[C:47](=[CH:48]C=CC=3)[C:46]=2[C:55]2C3C(=CC=CC=3)C=CC=2P(C2C=CC=CC=2)C2C=CC=CC=2)C=CC=CC=1.C(=O)([O-])[O-].[K+].[K+]>C([O-])(=O)C.[Pd+2].C([O-])(=O)C.C1(C)C=CC=CC=1>[Cl:1][C:2]1[C:3]([NH:8][C:9]2[S:10][CH:11]=[C:12]([C:14]([NH:25][C:23]3[CH:22]=[CH:55][C:46]([CH:47]([CH3:52])[CH3:48])=[CH:45][CH:24]=3)=[O:16])[N:13]=2)=[N:4][CH:5]=[CH:6][CH:7]=1 |f:4.5.6,7.8.9|. Reagents/catalysts: C(C)(=O)[O-].[Pd+2].C(C)(=O)[O-] (palladium (II) acetate). Run at temperature 112 celsius, time 2 day. The product is ClC=1C(=NC=CC1)NC=1SC=C(N1)C(=O)NC1=CC=C(C=C1)C(C)C ({2-[(3-Chloro(2-pyridyl))amino](1,3-thiazol-4-yl) }-N-[4-(methylethyl)phenyl]-carboxamide). Starting materials: CCC(CC)N (3-Pentylamine), OCCNC(CC)CC (N-(2-hydroxyethyl)-N-(3-pentyl)amine), amine, O=S(Cl)Cl (SOCl2). Product: [Cl-].ClCC[NH2+]C(CC)CC (N-(2-chloroethyl)-N-(3-pentyl)ammonium chloride). Reaction SMILES: CCC(N)CC.O[CH2:8][CH2:9][NH:10][CH:11]([CH2:14][CH3:15])[CH2:12][CH3:13].O=S(Cl)[Cl:18]>>[Cl-:18].[Cl:18][CH2:8][CH2:9][NH2+:10][CH:11]([CH2:14][CH3:15])[CH2:12][CH3:13] |f:3.4|. Reported procedure: 3-Pentylamine was converted to N-(2-hydroxyethyl)-N-(3-pentyl)amine according to Method B5a. The amine was reacted with SOCl2 according to Method B7a to give N-(2-chloroethyl)-N-(3-pentyl)ammonium chloride. The chloroethylamine was reacted with 2-methyl-4-nitrophenyl isothiocyanate according to Method C1a to give to give 2-(2-methyl-4-nitrophenylimino)-3-(3-pentyl)-1,3-thiazolidine. Starting materials: C(C#C)N1C(=NC2=C1C=C(C(=C2)F)[N+](=O)[O-])C(F)(F)F (1-(2-propyn-1-yl)-2-trifluoromethyl-5-fluoro-6-nitrobenzimidazole), C(C)(=O)OCC (ethyl acetate), O (water). Reagents/catalysts: [Fe] (iron). The solvent is C(C)(=O)O (acetic acid). Run at temperature 60 celsius. Product: C(C#C)N1C(=NC2=C1C=C(C(=C2)F)N)C(F)(F)F (1-(2-propyn-1-yl)-2-trifluoromethyl-5-fluoro-6-aminobenzimidazole). Isolated yield 101.1%. RXN SMILES: [CH2:1]([N:4]1[C:8]2[CH:9]=[C:10]([N+:14]([O-])=O)[C:11]([F:13])=[CH:12][C:7]=2[N:6]=[C:5]1[C:17]([F:20])([F:19])[F:18])[C:2]#[CH:3].C(OCC)(=O)C.O>C(O)(=O)C.[Fe]>[CH2:1]([N:4]1[C:8]2[CH:9]=[C:10]([NH2:14])[C:11]([F:13])=[CH:12][C:7]=2[N:6]=[C:5]1[C:17]([F:19])([F:20])[F:18])[C:2]#[CH:3]. Reported procedure: A stirred mixture of 1.5 grams (0.005 mole) of 1-(2-propyn-1-yl)-2-trifluoromethyl-5-fluoro-6-nitrobenzimidazole, 1.0 gram (0.018 mole) of iron powder, and 10 mL of ethyl acetate in 35 mL of acetic acid was heated at 60° C. for two hours. The reaction mixture was then poured into water, and the mixture was extracted thoroughly with portions of ethyl acetate. The combined extracts were washed with aqueous solutions saturated with sodium bicarbonate and sodium chloride. The organic layer was dried... Reactants: CN(C)c1ccc(C(=O)c2ccccc2C(=O)O)c(N(C)C)c1, CC(=O)Nc1cccc(N(C)C)c1, Cc1ccccc1, CCCCCC, CCOC(C)=O. The product is CC(=O)Nc1cc(N(C)C)ccc1C1(c2ccc(N(C)C)cc2N(C)C)OC(=O)c2ccccc21. RXN SMILES: [CH3:1][N:2]([c:3]1[c:4]([C:5](=[O:6])[c:7]2[c:8]([C:9](=[O:10])[OH:11])[cH:12][cH:13][cH:14][cH:15]2)[cH:16][cH:17][c:18]([N:20]([CH3:21])[CH3:22])[cH:19]1)[CH3:23].[CH3:24][N:25]([c:26]1[cH:27][c:28]([NH:29][C:30]([CH3:31])=[O:32])[cH:33][cH:34][cH:35]1)[CH3:36].[CH3:37][c:38]1[cH:39][cH:40][cH:41][cH:42][cH:43]1.[CH3:44][CH2:45][CH2:46][CH2:47][CH2:48][CH3:49].[CH3:50][CH2:51][O:52][C:53](=[O:54])[CH3:55]>>[CH3:1][N:2]([c:3]1[c:4]([C:5]2([c:33]3[c:28]([NH:29][C:30]([CH3:31])=[O:32])[cH:27][c:26]([N:25]([CH3:24])[CH3:36])[cH:35][cH:34]3)[O:6][C:9](=[O:10])[c:8]3[c:7]2[cH:15][cH:14][cH:13][cH:12]3)[cH:16][cH:17][c:18]([N:20]([CH3:21])[CH3:22])[cH:19]1)[CH3:23].